From a dataset of the Open Reaction Database (ORD), a public repository of structured organic reaction records. describe an organic reaction: reactants, conditions, products, and yield Starting materials: Cn1c(C(F)(F)F)ccc(-c2ccc(F)cc2F)c1=O, O, O=[N+]([O-])O, O=S(=O)(O)O. The product is Cn1c(C(F)(F)F)ccc(-c2cc([N+](=O)[O-])c(F)cc2F)c1=O. As a reaction SMILES: [F:1][c:2]1[c:3](-[c:9]2[c:10](=[O:20])[n:11]([CH3:19])[c:12]([C:15]([F:16])([F:17])[F:18])[cH:13][cH:14]2)[cH:4][cH:5][c:6]([F:8])[cH:7]1.[OH2:25].[OH:21][N+:22]([O-:23])=[O:24].[S:26](=[O:27])(=[O:28])([OH:29])[OH:30]>>[F:1][c:2]1[c:3](-[c:9]2[c:10](=[O:20])[n:11]([CH3:19])[c:12]([C:15]([F:16])([F:17])[F:18])[cH:13][cH:14]2)[cH:4][c:5]([N+:22](=[O:21])[O-:23])[c:6]([F:8])[cH:7]1. Reactants: CCCCOCCOc1ccc(-c2ccc3c(c2)C=C(C(=O)Nc2ccc(SCCn4cnnc4)cc2)CCN3CC(C)C)cc1, ClCCl, [Na+], [Na+], O=C(OO)c1cccc(Cl)c1, O=S([O-])([O-])=S. Product: CCCCOCCOc1ccc(-c2ccc3c(c2)C=C(C(=O)Nc2ccc(S(=O)CCn4cnnc4)cc2)CCN3CC(C)C)cc1. RXN SMILES: [CH2:1]([CH2:2][CH2:3][CH3:4])[O:5][CH2:6][CH2:7][O:8][c:9]1[cH:10][cH:11][c:12](-[c:15]2[cH:16][cH:17][c:18]3[c:19]([cH:46]2)[CH:20]=[C:21]([C:29](=[O:30])[NH:31][c:32]2[cH:33][cH:34][c:35]([S:38][CH2:39][CH2:40][n:41]4[cH:42][n:43][n:44][cH:45]4)[cH:36][cH:37]2)[CH2:22][CH2:23][N:24]3[CH2:25][CH:26]([CH3:27])[CH3:28])[cH:13][cH:14]1.[Cl:65][CH2:66][Cl:67].[Na+:63].[Na+:64].[OH:47][O:48][C:49]([c:50]1[cH:51][c:52]([Cl:53])[cH:54][cH:55][cH:56]1)=[O:57].[S:58]([O-:59])([O-:60])(=[O:61])=[S:62]>>[CH2:1]([CH2:2][CH2:3][CH3:4])[O:5][CH2:6][CH2:7][O:8][c:9]1[cH:10][cH:11][c:12](-[c:15]2[cH:16][cH:17][c:18]3[c:19]([cH:46]2)[CH:20]=[C:21]([C:29](=[O:30])[NH:31][c:32]2[cH:33][cH:34][c:35]([S:38]([CH2:39][CH2:40][n:41]4[cH:42][n:43][n:44][cH:45]4)=[O:47])[cH:36][cH:37]2)[CH2:22][CH2:23][N:24]3[CH2:25][CH:26]([CH3:27])[CH3:28])[cH:13][cH:14]1. Reactants: CC(C)(C)[Mg+], C1CCOC1, COC(=O)C(=O)N1CCCCC1C(=O)C(CCc1ccccc1)CCc1ccccc1, [Cl-], [Cl-], [NH4+]. Yields the product CC(C)(C)C(=O)C(=O)N1CCCCC1C(=O)C(CCc1ccccc1)CCc1ccccc1. As a reaction SMILES: [C:33]([CH3:34])([CH3:35])([CH3:36])[Mg+:37].[CH2:40]1[O:41][CH2:42][CH2:43][CH2:44]1.[CH3:1][O:2][C:3]([C:4]([N:5]1[CH:6]([C:11]([CH:12]([CH2:13][CH2:14][c:15]2[cH:16][cH:17][cH:18][cH:19][cH:20]2)[CH2:21][CH2:22][c:23]2[cH:24][cH:25][cH:26][cH:27][cH:28]2)=[O:29])[CH2:7][CH2:8][CH2:9][CH2:10]1)=[O:30])=[O:31].[Cl-:32].[Cl-:38].[NH4+:39]>>[O:2]=[C:3]([C:4]([N:5]1[CH:6]([C:11]([CH:12]([CH2:13][CH2:14][c:15]2[cH:16][cH:17][cH:18][cH:19][cH:20]2)[CH2:21][CH2:22][c:23]2[cH:24][cH:25][cH:26][cH:27][cH:28]2)=[O:29])[CH2:7][CH2:8][CH2:9][CH2:10]1)=[O:30])[C:33]([CH3:34])([CH3:35])[CH3:36]. Starting materials: O=C(Cn1cc(Nc2ncnc3cc(OCc4ccccc4)ccc23)cn1)Nc1cccc(F)c1F, O=C(O)C(F)(F)F. Product: O=C(Cn1cc(Nc2ncnc3cc(O)ccc23)cn1)Nc1cccc(F)c1F. RXN SMILES: [CH2:1]([c:2]1[cH:3][cH:4][cH:5][cH:6][cH:7]1)[O:8][c:9]1[cH:10][cH:11][c:12]2[c:13]([NH:19][c:20]3[cH:21][n:22][n:23]([CH2:25][C:26](=[O:27])[NH:28][c:29]4[c:30]([F:36])[c:31]([F:35])[cH:32][cH:33][cH:34]4)[cH:24]3)[n:14][cH:15][n:16][c:17]2[cH:18]1.[OH:37][C:38]([C:39]([F:40])([F:41])[F:42])=[O:43]>>[OH:8][c:9]1[cH:10][cH:11][c:12]2[c:13]([NH:19][c:20]3[cH:21][n:22][n:23]([CH2:25][C:26](=[O:27])[NH:28][c:29]4[c:30]([F:36])[c:31]([F:35])[cH:32][cH:33][cH:34]4)[cH:24]3)[n:14][cH:15][n:16][c:17]2[cH:18]1. Reactants: N1N=NC=C2C1=CN=N2 (pyrazolotriazine), C(C)(=O)NC1=NC=NC=2N1N=CC2C2=NC=CN=C2 (4-acetamido-8-(2-pyrazinyl)-pyrazolo[1,5-a][1,3,5]triazine), product, C(C)(=O)NC1=NC=NC=2N1N=CC2C2=NC=NC=C2 (4-acetamido-8-(4-pyrimidinyl)-pyrazolo-[1,5-a][1,3,5]triazine). Product: C(C)(=O)NC1=NC=NC=2N1N=CC2C2=CC=NC=C2 (4-Acetamido-8-(4-pyridyl)-pyrazolo[1,5-a][1,3,5]triazine). As a reaction SMILES: N1C2=CN=NC2=[CH:4]N=N1.[C:10]([NH:13][C:14]1[N:19]2[N:20]=[CH:21][C:22]([C:23]3[CH:28]=[CH:27][N:26]=[CH:25]N=3)=[C:18]2[N:17]=[CH:16][N:15]=1)(=[O:12])[CH3:11].C(NC1N2N=CC(C3C=NC=CN=3)=C2N=CN=1)(=O)C>>[C:10]([NH:13][C:14]1[N:19]2[N:20]=[CH:21][C:22]([C:23]3[CH:28]=[CH:27][N:26]=[CH:25][CH:4]=3)=[C:18]2[N:17]=[CH:16][N:15]=1)(=[O:12])[CH3:11]. Procedure: By replacing the pyrazolotriazine employed in Example 4 by an equivalent quantity of the end product of Example 2 or Example 3 there is obtained, respectively, 4-acetamido-8-(4-pyrimidinyl)-pyrazolo-[1,5-a][1,3,5]triazine and 4-acetamido-8-(2-pyrazinyl)-pyrazolo[1,5-a][1,3,5]triazine. Starting materials: FC1=CC=C(C=C1)S(=O)(=O)Cl (4-fluoro-benzene sulfonyl chloride), N1C=CC2=CC=CC=C12 (1H-indole). Product: FC1=CC=C(C=C1)S(=O)(=O)N1C=CC2=CC=CC=C12 (1-(4-fluoro-benzenesulfonyl)-1H-indole). Isolated yield 81.0%. Reaction SMILES: [F:1][C:2]1[CH:7]=[CH:6][C:5]([S:8](Cl)(=[O:10])=[O:9])=[CH:4][CH:3]=1.[NH:12]1[C:20]2[C:15](=[CH:16][CH:17]=[CH:18][CH:19]=2)[CH:14]=[CH:13]1>>[F:1][C:2]1[CH:7]=[CH:6][C:5]([S:8]([N:12]2[C:20]3[C:15](=[CH:16][CH:17]=[CH:18][CH:19]=3)[CH:14]=[CH:13]2)(=[O:10])=[O:9])=[CH:4][CH:3]=1. Procedure: The title compound was prepared from 4-fluoro-benzene sulfonyl chloride and 1H-indole, according to Method A, described above. Yield 81%; mp 135-137° C.; 1H NMR (CDCl3) δ 7.86-7.99 (m, 3H), 7.51-7.54 (m, 2H), 7.19-7.35 (m, 2H), 7.05-7.12 (m, 2H), 6.66-6.68 (dd, J=4 Hz, 1H); 13C NMR (CDCl3) δ 168.1, 164.0, 135.2, 134.7, 134.6, 131.2, 130.1, 129.9, 126.6, 125.2, 123.9, 121.9, 117.2, 116.9, 113.9, 110.0; MS (ES+) m/z 275.99 (M++1). Starting materials: C(C)(=O)NC(NNC1=CC(N(C(N1CC1=CC=CC=C1)=O)CCC)=O)=S (6-(4-Acetylthiosemicarbazido)-1-benzyl-3-propylpyrimidine-2,4(1H,3H)-dione), ClN1C(CCC1=O)=O (N-chlorosuccinimide). Run in CCCCCC (hexane). The product is C(C)(=O)NC=1SC2=C(NN1)N(C(N(C2=O)CCC)=O)CC2=CC=CC=C2 (3-Acetylamino-8-benzyl-6-propyl-1H-pyrimido[4,5-e][1,3,4]thiadiazine-5,7(6H,8H)-dione). The yield is 133.6%. As a reaction SMILES: [C:1]([NH:4][C:5](=[S:26])[NH:6][NH:7][C:8]1[N:13]([CH2:14][C:15]2[CH:20]=[CH:19][CH:18]=[CH:17][CH:16]=2)[C:12](=[O:21])[N:11]([CH2:22][CH2:23][CH3:24])[C:10](=[O:25])[CH:9]=1)(=[O:3])[CH3:2].ClN1C(=O)CCC1=O>CCCCCC>[C:1]([NH:4][C:5]1[S:26][C:9]2[C:10](=[O:25])[N:11]([CH2:22][CH2:23][CH3:24])[C:12](=[O:21])[N:13]([CH2:14][C:15]3[CH:20]=[CH:19][CH:18]=[CH:17][CH:16]=3)[C:8]=2[NH:7][N:6]=1)(=[O:3])[CH3:2]. Procedure details: 6-(4-Acetylthiosemicarbazido)-1-benzyl-3-propylpyrimidine-2,4(1H,3H)-dione (7 g) was added in portions to a mixture of N-chlorosuccinimide (3 g) at room temperature and the reaction mixture was stirred 3 further hours and then there was added hexane (200 ml). Resulting crystals were collected by filtration and washed with water to give yellowish brown crystals (9.3 g), m.p. 135°-140° C. This product was used for the subsequent reaction without further purification. In a manner analogous to the a... Reactants: ClCCCO (3-chloro-1-propanol), C([O-])([O-])=O.[K+].[K+] (potassium carbonate), [I-].[K+] (potassium iodide), C(CCC)C=1OC2=C(C1C(C1=CC=C(C=C1)O)=O)C=C(C=C2)[N+](=O)[O-] (2-butyl-3-(4-hydroxybenzoyl)-5-nitro-benzofuran). Reagents/catalysts: [Br-].C(CCC)[N+](CCCC)(CCCC)CCCC (tetrabutylammonium bromide). Run in CN(C)C=O (DMF). Conditions: temperature 45 celsius, time 4.5 hour. Yields the product C(CCC)C=1OC2=C(C1C(=O)C1=CC=C(OCCCO)C=C1)C=C(C=C2)[N+](=O)[O-] (3-{4-[(2-butyl-5-nitro-1-benzofuran-3-yl)carbonyl]phenoxyl}propan-1-ol). Yield: 69.5%. Reaction SMILES: C(=O)([O-])[O-].[K+].[K+].[I-].[K+].[CH2:9]([C:13]1[O:14][C:15]2[CH:30]=[CH:29][C:28]([N+:31]([O-:33])=[O:32])=[CH:27][C:16]=2[C:17]=1[C:18](=[O:26])[C:19]1[CH:24]=[CH:23][C:22]([OH:25])=[CH:21][CH:20]=1)[CH2:10][CH2:11][CH3:12].Cl[CH2:35][CH2:36][CH2:37][OH:38]>[Br-].C([N+](CCCC)(CCCC)CCCC)CCC.CN(C=O)C>[CH2:9]([C:13]1[O:14][C:15]2[CH:30]=[CH:29][C:28]([N+:31]([O-:33])=[O:32])=[CH:27][C:16]=2[C:17]=1[C:18]([C:19]1[CH:20]=[CH:21][C:22]([O:25][CH2:35][CH2:36][CH2:37][OH:38])=[CH:23][CH:24]=1)=[O:26])[CH2:10][CH2:11][CH3:12] |f:0.1.2,3.4,7.8|. Procedure details: 312 g (2.26 moles) of potassium carbonate, 11 g (0.066 moles) of potassium iodide and 11 g (0.034 moles) of tetrabutylammonium bromide are added to a solution of 222 g (0.655 moles) of 2-butyl-3-(4-hydroxybenzoyl)-5-nitro-benzofuran (formula (V)) in 1780 ml of DMF. The reaction mixture is heated to 50° C. and after approximately 30 minutes 100 g of 3-chloro-1-propanol are added dropwise. At the end of the dropwise addition, the reaction mixture is brought to 80-85° C. and left under stirring for...